Dataset: the Open Reaction Database (ORD), a public repository of structured organic reaction records. Task: describe an organic reaction: reactants, conditions, products, and yield The reactants are C(CCC)[Li] (n-butyl lithium), BrC1=CC=C(CBr)C=C1 (4-bromobenzyl bromide), C(CC(=O)C)(=O)OC(C)(C)C (tert-Butyl acetoacetate), [H-].[Na+] (sodium hydride). Run in CCCCCC (hexane), O1CCCC1 (tetrahydrofuran), O1CCCC1 (tetrahydrofuran). Product: C(C)(C)(C)OC(CC(CCC1=CC=C(C=C1)Br)=O)=O (5-(4-bromo-phenyl)-3-oxo-pentanoic acid tert-butyl ester). RXN SMILES: [C:1]([O:7][C:8]([CH3:11])([CH3:10])[CH3:9])(=[O:6])[CH2:2][C:3]([CH3:5])=[O:4].[H-].[Na+].C([Li])CCC.[Br:19][C:20]1[CH:27]=[CH:26][C:23]([CH2:24]Br)=[CH:22][CH:21]=1>O1CCCC1.CCCCCC>[C:8]([O:7][C:1](=[O:6])[CH2:2][C:3](=[O:4])[CH2:5][CH2:24][C:23]1[CH:26]=[CH:27][C:20]([Br:19])=[CH:21][CH:22]=1)([CH3:11])([CH3:10])[CH3:9] |f:1.2|. Reported procedure: tert-Butyl acetoacetate (23.8 ml) was added dropwise over 15 minutes to a stirred suspension of sodium hydride (8.9 mg) in tetrahydrofuran at 0° C. under nitrogen atmosphere. After stirring for 20 minutes n-butyl lithium in hexane (111 ml) was added then stirring continued for a further ten minutes. The resulting solution was treated dropwise with a solution of 4-bromobenzyl bromide (14.19 g) in tetrahydrofuran (100 ml) and then warmed to room temperature. The reaction was stirred for 40 minutes... Starting materials: C(C)(C)(C)OC(=O)NC1=CN=C(C=C1C(=O)O)Cl (5-(tert-butoxycarbonylamino)-2-chloroisonicotinic acid), FC=1C=CC(=C(C1)C(C)=O)C (5′-fluoro-2′-methylacetophenone). Product: ClC=1C=C2C(C=C(NC2=CN1)C1=C(C=CC(=C1)F)C)=O (6-chloro-2-(5-fluoro-2-methylphenyl)-1,7-naphthyridin-4(1H)-one). Isolated yield 24.0%. RXN SMILES: C(OC([NH:8][C:9]1[C:14]([C:15](O)=[O:16])=[CH:13][C:12]([Cl:18])=[N:11][CH:10]=1)=O)(C)(C)C.[F:19][C:20]1[CH:21]=[CH:22][C:23]([CH3:29])=[C:24]([C:26](=O)[CH3:27])[CH:25]=1>>[Cl:18][C:12]1[CH:13]=[C:14]2[C:9](=[CH:10][N:11]=1)[NH:8][C:26]([C:24]1[CH:25]=[C:20]([F:19])[CH:21]=[CH:22][C:23]=1[CH3:29])=[CH:27][C:15]2=[O:16]. Procedure details: The title compound was prepared following a procedure similar to example 121 using 5-(tert-butoxycarbonylamino)-2-chloroisonicotinic acid (505 mg, 1.85 mmol) and 5′-fluoro-2′-methylacetophenone (566 mg, 3.72 mmol) to afford the impure title compound as a beige solid (128 mg), used without further purification. LCMS: M+H+=289 & 291. The reactants are CC1=NC2=CC=C(C=C2N=C1)F (2-methyl-6-fluoroquinoxaline), [Se](=O)=O (selenium dioxide). Run in C(C)(=O)OCC (ethyl acetate). Yields the product FC=1C=C2N=CC(=NC2=CC1)C=O (6-fluoroquinoxaline-2-carboxaldehyde). Yield: 29.0%. RXN SMILES: [CH3:1][C:2]1[CH:11]=[N:10][C:9]2[C:4](=[CH:5][CH:6]=[C:7]([F:12])[CH:8]=2)[N:3]=1.[Se](=O)=[O:14]>C(OCC)(=O)C>[F:12][C:7]1[CH:8]=[C:9]2[C:4](=[CH:5][CH:6]=1)[N:3]=[C:2]([CH:1]=[O:14])[CH:11]=[N:10]2. Reported procedure: Using the method of Kepez (Monatahefte fur Chemie, 1989, 120, 127–130), a solution of 2-methyl-6-fluoroquinoxaline (225 mg 1.39 mmol) in ethyl acetate (30 mL) was treated with selenium dioxide (2.5 g) and the reaction mixture heated at reflux for 36 hours. The reaction was filtered hot and concentrated. Chromatography through a Biotage silica cartridge (8×4 cm i.d.) using a gradient of hexane to 10% ethyl acetate (in hexane) afforded 71 mg (29%) of 6-fluoroquinoxaline-2-carboxaldehyde. The reactants are C(C)(C)N([C@H]1C[C@H]([C@H](CC1)N1C([C@H](CC1)NC(OCC1=CC=CC=C1)=O)=O)CCC)C (benzyl (S)-1-[(1S,2R,4R)-4-(isopropyl(methyl)amino)-2-propylcyclohexyl]-2-oxopyrrolidin-3-ylcarbamate), C=O (formaldehyde), Br.CC(=O)O (HBr AcOH), CCOCC.O (Et2O H2O). The solvent is CCOC(=O)C (EtOAc), CCOC(=O)C (EtOAc). Reaction conditions: time 25 minute. The product is N[C@@H]1C(N(CC1)[C@@H]1[C@@H](C[C@@H](CC1)N(C)C(C)C)CCC)=O ((S)-3-amino-1-[(1S,2R,4R)-4-(isopropyl(methyl)amino)-2-propylcyclohexyl]pyrrolidin-2-one). Reaction SMILES: [CH:1]([N:4]([CH3:31])[C@@H:5]1[CH2:10][CH2:9][C@H:8]([N:11]2[CH2:15][CH2:14][C@H:13]([NH:16]C(=O)OCC3C=CC=CC=3)[C:12]2=[O:27])[C@H:7]([CH2:28][CH2:29][CH3:30])[CH2:6]1)([CH3:3])[CH3:2].Br.CC(O)=O.CCOCC.O.C=O>CCOC(C)=O>[NH2:16][C@H:13]1[CH2:14][CH2:15][N:11]([C@H:8]2[CH2:9][CH2:10][C@@H:5]([N:4]([CH:1]([CH3:2])[CH3:3])[CH3:31])[CH2:6][C@H:7]2[CH2:28][CH2:29][CH3:30])[C:12]1=[O:27] |f:1.2,3.4|. Procedure: The entirety of benzyl (S)-1-[(1S,2R,4R)-4-(isopropyl(methyl)amino)-2-propylcyclohexyl]-2-oxopyrrolidin-3-ylcarbamate prepared in Step 2 (assumed 8.2 mmol) was wet with 3 mL of EtOAc and then charged with 30% HBr/AcOH (30 mL). The reaction vessel warms and a vigorous gas evolution occurs. The mixture was stirred for 25 min at RT and then the flask was placed in a cool water bath before the addition of 150 mL of 1:1 Et2O/H2O. This mixture was mixed and separated, and the aqueous phase was extract... Starting materials: CC(C)([O-])C.[Na+] (sodium tert-butoxide), BrC1=CC2=C(N=C(S2)NC(=O)N2CCC(CC2)=CC2=NC=CC=C2)C=C1 (N-(6-bromobenzo[d]thiazol-2-yl)-4-(pyridin-2-ylmethylene)-piperidine-1-carboxamide), CC1=NOC(=C1B1OC(C(O1)(C)C)(C)C)C (3,5-dimethyl-4-(4,4,5,5-tetramethyl-1,3,2-dioxaborolane-2-yl)isoxazole), [Cl-].[NH4+] (ammonium chloride). The reagents and catalysts are C=1C=CC(=CC1)[P](C=2C=CC=CC2)(C=3C=CC=CC3)[Pd]([P](C=4C=CC=CC4)(C=5C=CC=CC5)C=6C=CC=CC6)([P](C=7C=CC=CC7)(C=8C=CC=CC8)C=9C=CC=CC9)[P](C=1C=CC=CC1)(C=1C=CC=CC1)C=1C=CC=CC1 (tetrakis(triphenylphosphine)palladium(0)). Solvent: C(OC)COC (dimethoxyethane), O (water). Run at time 16 hour. Yields the product CC1=NOC(=C1C1=CC2=C(N=C(S2)NC(=O)N2CCC(CC2)=CC2=NC=CC=C2)C=C1)C (N-(6-(3,5-dimethylisoxazol-4-yl)-benzo[d]thiazol-2-yl)-4-(pyridin-2-ylmethylene)-piperidine-1-carboxamide). Yield: 88.3%. RXN SMILES: Br[C:2]1[CH:26]=[CH:25][C:5]2[N:6]=[C:7]([NH:9][C:10]([N:12]3[CH2:17][CH2:16][C:15](=[CH:18][C:19]4[CH:24]=[CH:23][CH:22]=[CH:21][N:20]=4)[CH2:14][CH2:13]3)=[O:11])[S:8][C:4]=2[CH:3]=1.[CH3:27][C:28]1[C:32](B2OC(C)(C)C(C)(C)O2)=[C:31]([CH3:42])[O:30][N:29]=1.CC(C)([O-])C.[Na+].[Cl-].[NH4+]>C(COC)OC.O.C1C=CC([P]([Pd]([P](C2C=CC=CC=2)(C2C=CC=CC=2)C2C=CC=CC=2)([P](C2C=CC=CC=2)(C2C=CC=CC=2)C2C=CC=CC=2)[P](C2C=CC=CC=2)(C2C=CC=CC=2)C2C=CC=CC=2)(C2C=CC=CC=2)C2C=CC=CC=2)=CC=1>[CH3:27][C:28]1[C:32]([C:2]2[CH:26]=[CH:25][C:5]3[N:6]=[C:7]([NH:9][C:10]([N:12]4[CH2:17][CH2:16][C:15](=[CH:18][C:19]5[CH:24]=[CH:23][CH:22]=[CH:21][N:20]=5)[CH2:14][CH2:13]4)=[O:11])[S:8][C:4]=3[CH:3]=2)=[C:31]([CH3:42])[O:30][N:29]=1 |f:2.3,4.5,^1:61,63,82,101|. Procedure: The compound (300 mg, 699 μmol) obtained in Example 1 and 3,5-dimethyl-4-(4,4,5,5-tetramethyl-1,3,2-dioxaborolane-2-yl)isoxazole (458 mg, 2.10 mmol) were dissolved in a mixture of dimethoxyethane (10 mL) and water (1 mL), under a nitrogen atmosphere, sodium tert-butoxide (470 mg, 4.9 mmol) and tetrakis(triphenylphosphine)palladium(0) (323 mg, 280 μmol) were added thereto, followed by stirring for 16 hours while heating under reflux. A saturated ammonium chloride aqueous solution was added to the... Starting materials: NC1=C(C(=O)O)C=CC=N1 (2-aminonicotinic acid), CN (methylamine), C1(CCCC1)N1CCC(CC1)OC1=CC=C(C=O)C=C1 (4-[(1-cyclopentyl-4-piperidinyl)oxy]benzaldehyde). Yields the product C1(CCCC1)N1CCC(CC1)OC1=CC=C(C=C1)C=1N(C(C2=C(N1)N=CC=C2)=O)C (2-[4-(1-Cyclopentyl-4-piperidinyloxy)phenyl]-3-methylpyrido[2,3-d]-pyrimidin-4(3H)-one). As a reaction SMILES: [NH2:1][C:2]1[N:10]=[CH:9][CH:8]=[CH:7][C:3]=1[C:4]([OH:6])=O.[CH3:11][NH2:12].[CH:13]1([N:18]2[CH2:23][CH2:22][CH:21]([O:24][C:25]3[CH:32]=[CH:31][C:28]([CH:29]=O)=[CH:27][CH:26]=3)[CH2:20][CH2:19]2)[CH2:17][CH2:16][CH2:15][CH2:14]1>>[CH:13]1([N:18]2[CH2:23][CH2:22][CH:21]([O:24][C:25]3[CH:32]=[CH:31][C:28]([C:29]4[N:12]([CH3:11])[C:4](=[O:6])[C:3]5[CH:7]=[CH:8][CH:9]=[N:10][C:2]=5[N:1]=4)=[CH:27][CH:26]=3)[CH2:20][CH2:19]2)[CH2:17][CH2:16][CH2:15][CH2:14]1. Reported procedure: The entitled compound was obtained according to the method of Example 15 but starting from 2-aminonicotinic acid, methylamine and 4-[(1-cyclopentyl-4-piperidinyl)oxy]benzaldehyde. The obtained compound was recrystallized from diethyl ether to give a pale yellow acicular crystal (m.p. 175.0-177.2° C.). Reactants: C(C)(C)(C)OC(=O)N1CCC(CC1)COS(=O)(=O)C1=CC=C(C=C1)C (4-(toluene-4-sulfonyloxymethyl)-piperidine-1-carboxylic acid tert-butyl ester), C[S-].[Na+] (sodium thiomethoxide). The solvent is CO (methanol). Reaction conditions: time 2 hour. Yields the product C(C)(C)(C)OC(=O)N1CCC(CC1)CSC (4-methylsulfanylmethyl-piperidine-1-carboxylic acid tert-butyl ester). The yield is 98.2%. Reaction SMILES: [C:1]([O:5][C:6]([N:8]1[CH2:13][CH2:12][CH:11]([CH2:14]OS(C2C=CC(C)=CC=2)(=O)=O)[CH2:10][CH2:9]1)=[O:7])([CH3:4])([CH3:3])[CH3:2].[CH3:26][S-:27].[Na+]>CO>[C:1]([O:5][C:6]([N:8]1[CH2:9][CH2:10][CH:11]([CH2:14][S:27][CH3:26])[CH2:12][CH2:13]1)=[O:7])([CH3:2])([CH3:3])[CH3:4] |f:1.2|. Procedure details: To a solution of 4-(toluene-4-sulfonyloxymethyl)-piperidine-1-carboxylic acid tert-butyl ester (9.765 g, 26.43 mmol) in methanol (1 00mL) at room temperature was added sodium thiomethoxide (5.557 g, 79.29 mmol, Aldrich). The reaction mixture was stirred at room temperature for 2 h then concentrated. The residue was taken in methylene chloride and washed with water (3×) and brine (1×). The organic layer was dried over anhydrous sodium sulfate and concentrated to give a clear oil as crude product ... The reactants are COC(=O)C1CNC(=O)N1C, Cl, [Li+], C1CCOC1, [OH-], O. Yields the product CN1C(=O)NCC1C(=O)O. As a reaction SMILES: [CH3:1][N:2]1[C:3](=[O:11])[NH:4][CH2:5][CH:6]1[C:7](=[O:8])[O:9][CH3:10].[ClH:14].[Li+:12].[O:15]1[CH2:16][CH2:17][CH2:18][CH2:19]1.[OH-:13].[OH2:20]>>[CH3:1][N:2]1[C:3](=[O:11])[NH:4][CH2:5][CH:6]1[C:7](=[O:8])[OH:9]. Starting materials: C([O-])(O)=O.[Na+] (sodium bicarbonate), ClC=1C=C(C=CC1OCC1=CC(=CC=C1)F)NC1=NC=NC2=CC=C(C=C12)C(C#CC)=O (4-(3-Chloro-4-(3-fluorobenzyloxy)phenylamino)-6-(1-oxo-2-butyn-1-yl)quinazoline), CS(=O)(=O)O (methanesulfonic acid), C(C)(=O)OCCON (2-(acetoxy)ethoxyamine). The solvent is O1CCOCC1 (1,4-dioxane). Reaction conditions: temperature 60 celsius, time 17 hour. The product is ClC=1C=C(C=CC1OCC1=CC(=CC=C1)F)NC1=NC=NC2=CC=C(C=C12)C(C#CC)=NOCCO (4-(3-chloro-4-(3-fluorobenzyloxy)phenylamino)-6-(1-(2-hydroxyethoxyimino)-2-butyn-1-yl)quinazoline). RXN SMILES: [Cl:1][C:2]1[CH:3]=[C:4]([NH:17][C:18]2[C:27]3[C:22](=[CH:23][CH:24]=[C:25]([C:28](=O)[C:29]#[C:30][CH3:31])[CH:26]=3)[N:21]=[CH:20][N:19]=2)[CH:5]=[CH:6][C:7]=1[O:8][CH2:9][C:10]1[CH:15]=[CH:14][CH:13]=[C:12]([F:16])[CH:11]=1.C([O:36][CH2:37][CH2:38][O:39][NH2:40])(=O)C.CS(O)(=O)=O.C(=O)(O)[O-].[Na+]>O1CCOCC1>[Cl:1][C:2]1[CH:3]=[C:4]([NH:17][C:18]2[C:27]3[C:22](=[CH:23][CH:24]=[C:25]([C:28](=[N:40][O:39][CH2:38][CH2:37][OH:36])[C:29]#[C:30][CH3:31])[CH:26]=3)[N:21]=[CH:20][N:19]=2)[CH:5]=[CH:6][C:7]=1[O:8][CH2:9][C:10]1[CH:15]=[CH:14][CH:13]=[C:12]([F:16])[CH:11]=1 |f:3.4|. Procedure: 4-(3-Chloro-4-(3-fluorobenzyloxy)phenylamino)-6-(1-oxo-2-butyn-1-yl)quinazoline (VII-4, 10 g) was dissolved in 300 ml of 1,4-dioxane, 1.5 equivalent of 2-(acetoxy)ethoxyamine was added, and 28 ml of 2 mol/L aqueous methanesulfonic acid solution was added, followed by stirring at 60° C. for 17 hours. The reaction mixture was poured into aqueous saturated sodium bicarbonate solution, and the mixture was extracted with ethyl acetate. The organic layer was washed with water, and dried over sodium su... Reactants: C1(CCC1)C=1C=NC=CC1OCC(F)(F)F (3-cyclobutyl-4-(2,2,2-trifluoroethoxy)pyridine), ClC=1C=C(C(=O)OO)C=CC1 (3-chloroperoxybenzoic acid). The solvent is ClCCl (dichloromethane). Reaction conditions: time 18 hour. Yields the product C1(CCC1)C=1C=[N+](C=CC1OCC(F)(F)F)[O-] (3-Cyclobutyl-4-(2,2,2-trifluoro-ethoxy)-pyridine 1-oxide). Yield: 86.3%. As a reaction SMILES: [CH:1]1([C:5]2[CH:6]=[N:7][CH:8]=[CH:9][C:10]=2[O:11][CH2:12][C:13]([F:16])([F:15])[F:14])[CH2:4][CH2:3][CH2:2]1.ClC1C=C(C=CC=1)C(OO)=[O:22]>ClCCl>[CH:1]1([C:5]2[CH:6]=[N+:7]([O-:22])[CH:8]=[CH:9][C:10]=2[O:11][CH2:12][C:13]([F:16])([F:14])[F:15])[CH2:2][CH2:3][CH2:4]1. Procedure: To a solution of 3-cyclobutyl-4-(2,2,2-trifluoroethoxy)pyridine (Example 108c, 3.81 g, 16.5 mmol) in dichloromethane (100 ml) was added 3-chloroperoxybenzoic acid (5.54 g, 24.7 mmol). The reaction mixture was stirred at room temperature for 18 hours. The reaction mixture was transferred into a separatory funnel and extracted with an 2.0M aqueous solution of sodium carbonate. The organic phase was collected and the aqueous phase was back-extracted with dichloromethane. The organic phases were com...